From a dataset of the Open Reaction Database (ORD), a public repository of structured organic reaction records. describe an organic reaction: reactants, conditions, products, and yield Reactants: O=C([O-])[O-], COS(=O)(=O)OC, [K+], [K+], CN(C)C=O, O, COC(=O)C(=CO)c1ccccc1OCc1ccccc1. The product is COC=C(C(=O)OC)c1ccccc1OCc1ccccc1. RXN SMILES: [C:22](=[O:23])([O-:24])[O-:25].[CH3:28][O:29][S:30]([O:31][CH3:32])(=[O:33])=[O:34].[K+:26].[K+:27].[O:36]=[CH:37][N:38]([CH3:39])[CH3:40].[OH2:35].[OH:1][CH:2]=[C:3]([C:4](=[O:5])[O:6][CH3:7])[c:8]1[c:9]([O:14][CH2:15][c:16]2[cH:17][cH:18][cH:19][cH:20][cH:21]2)[cH:10][cH:11][cH:12][cH:13]1>>[O:1]([CH:2]=[C:3]([C:4](=[O:5])[O:6][CH3:7])[c:8]1[c:9]([O:14][CH2:15][c:16]2[cH:17][cH:18][cH:19][cH:20][cH:21]2)[cH:10][cH:11][cH:12][cH:13]1)[CH3:22]. Reactants: C(=O)(O)CCCC[C@H]1O[C@H]2C[C@H]([C@@H]([C@H]2C1)\C=C\[C@H](C(CC=C(C)C)(C)C)O)O ((1S,5R,6R,7R3R)-3-(4-Carboxy-1-butyl)-7-hydroxy-6-[(1E)-(3R)-3-hydroxy-4,4,7-trimethyl-1,6-octadienyl]-2-oxabicyclo[3,3,0]octane), [N+](=[N-])=C (diazomethane). Solvent: C(Cl)Cl (methylene chloride). Yields the product COC(=O)CCCC[C@H]1O[C@H]2C[C@H]([C@@H]([C@H]2C1)\C=C\[C@H](C(CC=C(C)C)(C)C)O)O ((1S,5R,6R,7R,3R)-3-(4-Methoxycarbonyl-1-butyl)-7-hydroxy-6-[(E)-(3R)-3-hydroxy-4,4,7-trimethyl-1,6-octadien-1-yl]-2-oxabicyclo[3,3,0]octane). RXN SMILES: [C:1]([CH2:4][CH2:5][CH2:6][CH2:7][C@@H:8]1[CH2:15][C@H:14]2[C@H:10]([CH2:11][C@@H:12]([OH:28])[C@@H:13]2/[CH:16]=[CH:17]/[C@@H:18]([OH:27])[C:19]([CH3:26])([CH3:25])[CH2:20][CH:21]=[C:22]([CH3:24])[CH3:23])[O:9]1)([OH:3])=[O:2].[N+](=[CH2:31])=[N-]>C(Cl)Cl>[CH3:31][O:2][C:1]([CH2:4][CH2:5][CH2:6][CH2:7][C@@H:8]1[CH2:15][C@H:14]2[C@H:10]([CH2:11][C@@H:12]([OH:28])[C@@H:13]2/[CH:16]=[CH:17]/[C@@H:18]([OH:27])[C:19]([CH3:26])([CH3:25])[CH2:20][CH:21]=[C:22]([CH3:23])[CH3:24])[O:9]1)=[O:3]. Procedure: A solution of 100 mg. of the carboxylic acid prepared in Example 30 in 10 ml. of methylene chloride is combined dropwise with an ethereal diazomethane solution at 0° until the yellow coloring is permanent. After 5 minutes the mixture is evaporated under vacuum and the residue filtered with methylene chloride/2% isopropanol over silica gel, thus obtaining 95 mg. of the title compound as an oil. Reactants: O=C(Cl)OCc1ccccc1, CCNCC(=O)c1ccccc1, Cl, [Na+], [Na+], O=C([O-])[O-], O. The product is CCN(CC(=O)c1ccccc1)C(=O)OCc1ccccc1. RXN SMILES: [C:1](=[O:2])([O:3][CH2:4][c:5]1[cH:6][cH:7][cH:8][cH:9][cH:10]1)[Cl:11].[CH2:13]([CH3:14])[NH:15][CH2:16][C:17](=[O:18])[c:19]1[cH:20][cH:21][cH:22][cH:23][cH:24]1.[ClH:12].[Na+:25].[Na+:26].[O-:27][C:28](=[O:29])[O-:30].[OH2:31]>>[C:1](=[O:2])([O:3][CH2:4][c:5]1[cH:6][cH:7][cH:8][cH:9][cH:10]1)[N:15]([CH2:13][CH3:14])[CH2:16][C:17](=[O:18])[c:19]1[cH:20][cH:21][cH:22][cH:23][cH:24]1. Starting materials: CCOC(=O)C(=O)OCC, CCCCc1cccs1, O, c1ccccc1. Yields the product CCCCc1ccc(C(=O)C(=O)OCC)s1. As a reaction SMILES: [CH2:10]([CH3:11])[O:12][C:13]([C:14](=[O:15])[O:16][CH2:17][CH3:18])=[O:19].[CH2:1]([CH2:2][CH2:3][CH3:4])[c:5]1[s:6][cH:7][cH:8][cH:9]1.[OH2:20].[cH:21]1[cH:22][cH:23][cH:24][cH:25][cH:26]1>>[CH2:1]([CH2:2][CH2:3][CH3:4])[c:5]1[s:6][c:7]([C:14]([C:13]([O:12][CH2:10][CH3:11])=[O:19])=[O:15])[cH:8][cH:9]1. The yield is 87.0%. The reactants are [I-].C(CCC)[N+]1(CCC2CCCCC12)C (1-butyl-1-methyl-octahydroindolium iodide), O (water). Procedure: 20 g (0.14 mmol) of 1-methyl-octahydroindole was mixed with 53 g (0.29 mmol) of 1-iodobutane in 300 mL of methanol. The reaction mixture was heated at reflux for 72 hours. Then, an additional 0.5 mol equivalent of 1-iodobutane was added and the reaction mixture was heated for an additional 12 hours. The reaction mixture was cooled and the solvent removed on a rotary evaporator to give an off-white powder which was used without further purification. The quaternization afforded 39.4 g (86% yield) ... Product: [OH-].C(CCC)[N+]1(CCC2CCCCC12)C (1-butyl-1-methyl-octahydroindolium hydroxide). Reaction SMILES: [I-].[CH2:2]([N+:6]1([CH3:15])[CH:14]2[CH:9]([CH2:10][CH2:11][CH2:12][CH2:13]2)[CH2:8][CH2:7]1)[CH2:3][CH2:4][CH3:5].[OH2:16]>>[OH-:16].[CH2:2]([N+:6]1([CH3:15])[CH:14]2[CH:9]([CH2:10][CH2:11][CH2:12][CH2:13]2)[CH2:8][CH2:7]1)[CH2:3][CH2:4][CH3:5] |f:0.1,3.4|. Reaction conditions: time 8 hour. The reactants are N1=CC(=CC=C1)CC(P(O)(=O)O)(P(O)(=O)O)O (2-(3-pyridyl)-1-hydroxyethane-1,1-bisphosphonic acid), [OH-].[Na+] (sodium hydroxide). Solvent: O (water). Reaction conditions: temperature 25 celsius. The product is C1=CC(=CN=C1)CC(O)(P(=O)(O)O)P(=O)(O)[O-].C1=CC(=CN=C1)CC(O)(P(=O)(O)O)P(=O)(O)[O-].O.O.O.O.O.[Na+].[Na+] (risedronate sodium hemipentahydrate). Isolated yield 194.1%. RXN SMILES: [N:1]1[CH:6]=[CH:5][CH:4]=[C:3]([CH2:7][C:8]([OH:17])([P:13]([OH:16])(=[O:15])[OH:14])[P:9]([OH:12])(=[O:11])[OH:10])[CH:2]=1.[OH-:18].[Na+:19]>O>[CH:5]1[CH:6]=[N:1][CH:2]=[C:3]([CH2:7][C:8]([P:9]([O-:11])([OH:12])=[O:10])([P:13]([OH:16])([OH:15])=[O:14])[OH:17])[CH:4]=1.[CH:5]1[CH:6]=[N:1][CH:2]=[C:3]([CH2:7][C:8]([P:9]([O-:11])([OH:12])=[O:10])([P:13]([OH:16])([OH:15])=[O:14])[OH:17])[CH:4]=1.[OH2:18].[OH2:10].[OH2:10].[OH2:10].[OH2:10].[Na+:19].[Na+:19] |f:1.2,4.5.6.7.8.9.10.11.12|. Procedure details: To 60 ml of purified water, 10.0 g of 2-(3-pyridyl)-1-hydroxyethane-1,1-bisphosphonic acid (risedronic acid) and 1.41 g of sodium hydroxide were added and dissolved at an elevated temperature of 65° C. After the dissolution, the resulting solution was cooled to 25° C. over 3 hours for crystallization. The obtained crystals were filtered and vacuum dried to obtain 8.0 g of risedronate sodium hemipentahydrate (64.7% of theoretical yield). (LOD by TGA=13.2%)